This data is from the Open Reaction Database (ORD), a public repository of structured organic reaction records. The task is: describe an organic reaction: reactants, conditions, products, and yield Reactants: CCCCCCOc1ccc(CCCCCCCCC(=O)Cl)cc1, CNO, ClCCl, Cl, Cl, [Na+], [Na+], O=C([O-])[O-], O. Product: CCCCCCOc1ccc(CCCCCCCCC(=O)N(C)O)cc1. RXN SMILES: [CH2:11]([CH2:12][CH2:13][CH2:14][CH2:15][CH3:16])[O:17][c:18]1[cH:19][cH:20][c:21]([CH2:24][CH2:25][CH2:26][CH2:27][CH2:28][CH2:29][CH2:30][CH2:31][C:32](=[O:33])[Cl:34])[cH:22][cH:23]1.[CH3:2][NH:3][OH:4].[Cl:36][CH2:37][Cl:38].[ClH:1].[ClH:35].[Na+:5].[Na+:6].[O-:7][C:8](=[O:9])[O-:10].[OH2:39]>>[CH3:2][N:3]([OH:4])[C:32]([CH2:31][CH2:30][CH2:29][CH2:28][CH2:27][CH2:26][CH2:25][CH2:24][c:21]1[cH:20][cH:19][c:18]([O:17][CH2:11][CH2:12][CH2:13][CH2:14][CH2:15][CH3:16])[cH:23][cH:22]1)=[O:33]. The reactants are CC(=O)O, CCOC(C)=O, Cc1ccc([N+](=O)[O-])cc1F, [Na+], [OH-], O=S(=O)(O)O. Product: CCOC(=O)c1ccc([N+](=O)[O-])cc1F. RXN SMILES: [C:19]([CH3:20])(=[O:21])[OH:22].[CH3:23][CH2:24][O:25][C:26](=[O:27])[CH3:28].[F:1][c:2]1[c:3]([CH3:11])[cH:4][cH:5][c:6]([N+:8](=[O:9])[O-:10])[cH:7]1.[Na+:18].[OH-:17].[S:12](=[O:13])(=[O:14])([OH:15])[OH:16]>>[F:1][c:2]1[c:3]([C:11](=[O:17])[O:21][CH2:19][CH3:20])[cH:4][cH:5][c:6]([N+:8](=[O:9])[O-:10])[cH:7]1. The reactants are I(=O)(=O)(=O)[O-].[Na+] (sodium metaperiodate), CC=1N=C2N(C=CC=3[C@H]([C@@H]([C@H](NC23)C2=CC=CC=C2)O)OCCSC)C1C ((7R,8R,9R)-2,3-dimethyl-8-hydroxy-7-(2-methylthioethoxy)-9-phenyl-7,8,9,10-tetrahydroimidazo[1,2-h]-[1,7]naphthyridine). Solvent: O (water), O (water), CO (methanol). Conditions: time 2 hour. Yields the product CC=1N=C2N(C=CC=3[C@H]([C@@H]([C@H](NC23)C2=CC=CC=C2)O)OCCS(=O)C)C1C ((7R,8R,9R)-2,3-dimethyl-8-hydroxy-7-(2-methylsulphinylethoxy)-9phenyl-7,8,9,10-tetrahydroimidazo[1,2-h][1,7]naphthyridine). Yield: 48.0%. RXN SMILES: I([O-])(=O)(=O)=[O:2].[Na+].[CH3:7][C:8]1[N:9]=[C:10]2[C:19]3[NH:18][C@H:17]([C:20]4[CH:25]=[CH:24][CH:23]=[CH:22][CH:21]=4)[C@@H:16]([OH:26])[C@H:15]([O:27][CH2:28][CH2:29][S:30][CH3:31])[C:14]=3[CH:13]=[CH:12][N:11]2[C:32]=1[CH3:33]>O.CO>[CH3:7][C:8]1[N:9]=[C:10]2[C:19]3[NH:18][C@H:17]([C:20]4[CH:25]=[CH:24][CH:23]=[CH:22][CH:21]=4)[C@@H:16]([OH:26])[C@H:15]([O:27][CH2:28][CH2:29][S:30]([CH3:31])=[O:2])[C:14]=3[CH:13]=[CH:12][N:11]2[C:32]=1[CH3:33] |f:0.1|. Procedure details: 130 mg of sodium metaperiodate, dissolved in 1 ml of water, is added to a solution of 200 mg of (7R,8R,9R)-2,3-dimethyl-8-hydroxy-7-(2-methylthioethoxy)-9-phenyl-7,8,9,10-tetrahydroimidazo[1,2-h]-[1,7]naphthyridine in 5 ml of methanol. After two hours stirring at room temperature, 50 ml of water are added. The mixture is extracted three times with dichloromethane, the organic phases are collectively washed with water and dried over sodium sulphate. The solvent is removed in vacuo and the remaini... The reactants are IC1=CC=C(C=C1)I (1,4-diiodobenzene), CC=1NC=C(N1)C=O (2-methyl-1H-imidazole-4-carbaldehyde), C(=O)([O-])[O-].[K+].[K+] (K2CO3), OC=1C=CC=C2C=CC=NC12 (8-hydroxyquinoline). Reagents/catalysts: [Cu]I (CuI). Solvent: O (water), CS(=O)C (DMSO), O1CCOCC1 (dioxane). Conditions: temperature 120 celsius, time 2 day. Product: IC1=CC=C(C=C1)N1C(=NC(=C1)C=O)C (1-(4-iodophenyl)-2-methyl-1H-imidazole-4-carbaldehyde). RXN SMILES: I[C:2]1[CH:7]=[CH:6][C:5]([I:8])=[CH:4][CH:3]=1.[CH3:9][C:10]1[NH:11][CH:12]=[C:13]([CH:15]=[O:16])[N:14]=1.C([O-])([O-])=O.[K+].[K+].OC1C=CC=C2C=1N=CC=C2>CS(C)=O.O1CCOCC1.[Cu]I.O>[I:8][C:5]1[CH:6]=[CH:7][C:2]([N:11]2[CH:12]=[C:13]([CH:15]=[O:16])[N:14]=[C:10]2[CH3:9])=[CH:3][CH:4]=1 |f:2.3.4|. Procedure: The mixture of 1,4-diiodobenzene 1-1 (600 mg, 1.8 mmol), 2-methyl-1H-imidazole-4-carbaldehyde (200 mg, 1.8 mmol), K2CO3 (503 mg, 3.6 mmol), CuI (105 mg, 0.55 mmol) and 8-hydroxyquinoline (80 mg, 0.55 mol) in 5 mL DMSO and 5 mL dioxane in a sealed tube was stirred for 2 days at 120° C. It was cooled to rt, and to it was added 60 mL water. The mixture was stirred for 30 min and filtered through a celite layer. The filtrate was concentrated in vacuo and subjected to reverse phase preparative HPLC t... Reactants: N1N=NN=C1C1=CC=C(C=C1)NC(=O)C1NC(C(C1C1=C(C(=CC=C1)Cl)C)(C#N)C1=C(C=C(C=C1)Cl)F)CC(C)(C)C (rac (2R,3R,4R,5S)-4-(4-Chloro-2-fluoro-phenyl)-3-(3-chloro-2-methyl-phenyl)-4-cyano-5-(2,2-dimethyl-propyl)-pyrrolidine-2-carboxylic acid [4-(1H-tetrazol-5-yl)-phenyl]-amide), C([O-])(O)=O.[Na+] (sodium bicarbonate), S(=O)(=O)(OC)OC (dimethyl sulfate). Run in CC(=O)C (acetone). Run at time 5 hour. The product is CN1NC(=NN1)C1=CC=C(C=C1)NC(=O)C1NC(C(C1C1=C(C(=CC=C1)Cl)C)(C#N)C1=C(C=C(C=C1)Cl)F)CC(C)(C)C (rac (2R,3R,4R,5S)-4-(4-Chloro-2-fluoro-phenyl)-3-(3-chloro-2-methyl-phenyl)-4-cyano-5-(2,2-dimethyl-propyl)-pyrrolidine-2-carboxylic acid [4-(2-methyl-1H-tetrazol-5-yl)-phenyl]-amide). Isolated yield 55.2%. RXN SMILES: [NH:1]1[C:5]([C:6]2[CH:11]=[CH:10][C:9]([NH:12][C:13]([CH:15]3[CH:19]([C:20]4[CH:25]=[CH:24][CH:23]=[C:22]([Cl:26])[C:21]=4[CH3:27])[C:18]([C:30]4[CH:35]=[CH:34][C:33]([Cl:36])=[CH:32][C:31]=4[F:37])([C:28]#[N:29])[CH:17]([CH2:38][C:39]([CH3:42])([CH3:41])[CH3:40])[NH:16]3)=[O:14])=[CH:8][CH:7]=2)=[N:4][N:3]=[N:2]1.[C:43](=O)(O)[O-].[Na+].S(OC)(OC)(=O)=O>CC(C)=O>[CH3:43][N:3]1[NH:2][N:1]=[C:5]([C:6]2[CH:7]=[CH:8][C:9]([NH:12][C:13]([CH:15]3[CH:19]([C:20]4[CH:25]=[CH:24][CH:23]=[C:22]([Cl:26])[C:21]=4[CH3:27])[C:18]([C:30]4[CH:35]=[CH:34][C:33]([Cl:36])=[CH:32][C:31]=4[F:37])([C:28]#[N:29])[CH:17]([CH2:38][C:39]([CH3:42])([CH3:41])[CH3:40])[NH:16]3)=[O:14])=[CH:10][CH:11]=2)[NH:4]1 |f:1.2|. Reported procedure: To a stirred solution of rac (2R,3R,4R,5S)-4-(4-Chloro-2-fluoro-phenyl)-3-(3-chloro-2-methyl-phenyl)-4-cyano-5-(2,2-dimethyl-propyl)-pyrrolidine-2-carboxylic acid [4-(1H-tetrazol-5-yl)-phenyl]-amide (32 mg, 0.0524 mmol) in acetone (5 mL), sodium bicarbonate (45 mg, 0.6 mmol) and dimethyl sulfate (0.11 mmol) was added and the mixture was stirred at rt for 5 hrs. The solvent was removed and the residue was suspended in 3 mL of methylene chloride. The mixture was filtered and the filtrate was loade... Reactants: N[C@@H](CC1=CC=CC=C1)C(=O)N[C@@H]([C@H](O)C)C(=O)N[C@@H](CO)C(=O)OC.FC(F)(F)C(=O)O (Phe-Thr-Ser-OMe.TFA), crude product, BOC-Thr-HSE, C(Cl)Cl (methylene chloride). Solvent: C(C)N(CC)CC (triethylamine). Run at temperature 25 celsius, time 2 hour. Product: N([C@@H]([C@H](O)C)C(=O)N[C@@H](CC1=CC=CC=C1)C(=O)N[C@@H]([C@H](O)C)C(=O)N[C@@H](CO)C(=O)OC)C(=O)OC(C)(C)C (BOC-Thr-Phe-Thr-Ser-OMe). Reaction SMILES: [NH2:1][C@H:2]([C:10]([NH:12][C@H:13]([C:17]([NH:19][C@H:20]([C:23]([O:25][CH3:26])=[O:24])[CH2:21][OH:22])=[O:18])[C@@H:14]([CH3:16])[OH:15])=[O:11])[CH2:3][C:4]1[CH:9]=[CH:8][CH:7]=[CH:6][CH:5]=1.FC([C:31]([OH:33])=[O:32])(F)F.C(Cl)Cl>C(N(CC)CC)C>[NH:12]([C:31]([O:33][C:4]([CH3:9])([CH3:5])[CH3:3])=[O:32])[C@H:13]([C:17]([NH:1][C@H:2]([C:10]([NH:12][C@H:13]([C:17]([NH:19][C@H:20]([C:23]([O:25][CH3:26])=[O:24])[CH2:21][OH:22])=[O:18])[C@@H:14]([CH3:16])[OH:15])=[O:11])[CH2:3][C:4]1[CH:5]=[CH:6][CH:7]=[CH:8][CH:9]=1)=[O:18])[C@@H:14]([CH3:16])[OH:15] |f:0.1|. Procedure: Phe-Thr-Ser-OMe.TFA, 6.4 g., and BOC-Thr-HSE, 4.6 g., is suspended in 100 ml. of methylene chloride. The reaction mixture is adjusted to a pH of 7 by the addition of triethylamine. After stirring the reaction mixture for 11/2 hours at 25° C., the crude product is isolated by filtration. The crude product is partially dissolved in 50 ml. methanol and precipitated by the addition of 450 ml. of ether. The partially purified product is isolated by filtration and this precipation process is repeated ... Procedure: Following the procedure describing the preparation of example 166, 1-[(4-fluorophenyl)methyl]-3-(phenylmethoxy)indole-2-carboxylic acid (50 mg) in THF (5.0 mL) at 0° C. was treated with i-Pr2NEt (0.1 mL), MsCl (10 μL) and after 0.5 hours 4-aminomethylpyridine (20 mg) was added to the reaction mixture. After work-up and purification by flash chromatography eluting with 20% EtOAc/hexanes the title amide (15 mg) was obtained as a light yellow oil. Solvent: C1CCOC1 (THF). The product is FC1=CC=C(C=C1)CN1C(=C(C2=CC=CC=C12)OCC1=CC=CC=C1)N(C=O)CC1=CC=NC=C1 ({1-[(4-Fluorophenyl)methyl]-3-(phenylmethoxy)indol-2-yl}-N-(4-pyridylmethyl)formamide). RXN SMILES: [F:1][C:2]1[CH:7]=[CH:6][C:5]([CH2:8][N:9]2[C:17]3[C:12](=[CH:13][CH:14]=[CH:15][CH:16]=3)[C:11]([O:18][CH2:19][C:20]3[CH:25]=[CH:24][CH:23]=[CH:22][CH:21]=3)=[C:10]2C(O)=O)=[CH:4][CH:3]=1.CC[N:31]([CH:35]([CH3:37])C)[CH:32]([CH3:34])C.CS(Cl)(=O)=[O:40].NCC1C=[CH:49][N:48]=[CH:47][CH:46]=1>C1COCC1>[F:1][C:2]1[CH:7]=[CH:6][C:5]([CH2:8][N:9]2[C:17]3[C:12](=[CH:13][CH:14]=[CH:15][CH:16]=3)[C:11]([O:18][CH2:19][C:20]3[CH:25]=[CH:24][CH:23]=[CH:22][CH:21]=3)=[C:10]2[N:48]([CH2:47][C:46]2[CH:34]=[CH:32][N:31]=[CH:35][CH:37]=2)[CH:49]=[O:40])=[CH:4][CH:3]=1. The reactants are CCN(C(C)C)C(C)C (i-Pr2NEt), CS(=O)(=O)Cl (MsCl), NCC1=CC=NC=C1 (4-aminomethylpyridine), FC1=CC=C(C=C1)CN1C(=C(C2=CC=CC=C12)OCC1=CC=CC=C1)C(=O)O (1-[(4-fluorophenyl)methyl]-3-(phenylmethoxy)indole-2-carboxylic acid). Starting materials: FC1=C(C=CC=C1)S(=O)(=O)N[C@@H](C(=O)O)CC1=CC=CC=C1 ((R)-2-(2-fluorophenylsulfonamido)-3-phenylpropanoic acid), C(C)(C)(C)OC([C@@H](N)CC1=CC=CC=C1)=O ((S)-phenylalanine tert-butyl ester). Yields the product FC1=C(C=CC=C1)S(=O)(=O)N[C@H](C(=O)O)CC1=CC=CC=C1 ((S)-2-(2-fluorophenylsulfonamido)-3-phenylpropanoic acid). Reaction SMILES: [F:1][C:2]1[CH:7]=[CH:6][CH:5]=[CH:4][C:3]=1[S:8]([NH:11][C@H:12]([CH2:16][C:17]1[CH:22]=[CH:21][CH:20]=[CH:19][CH:18]=1)[C:13]([OH:15])=[O:14])(=[O:10])=[O:9].C(OC(=O)[C@H](CC1C=CC=CC=1)N)(C)(C)C>>[F:1][C:2]1[CH:7]=[CH:6][CH:5]=[CH:4][C:3]=1[S:8]([NH:11][C@@H:12]([CH2:16][C:17]1[CH:18]=[CH:19][CH:20]=[CH:21][CH:22]=1)[C:13]([OH:15])=[O:14])(=[O:9])=[O:10]. Reported procedure: Following the 14a synthetic method, using B1 (110.65 mg, 0.5 mmol) instead of A1 gave 14b as a colorless oil; (102.01 mg, 63.1%). [α]D25: +16.3 (c=0.39, CHCl3); 1H-NMR (300 MHz, CDCl3): δ 7.82 (dd, J=1.8, 7.8 Hz, 1H), 7.59-7.52 (m, 1H), 7.26-7.21 (m, 4H), 7.15-7.08 (m, 3H), 5.27 (d, J=9 Hz, 1H), 4.43 (m, 1H), 3.20-3.05 (m, 2H); 13C NMR (300 MHz, acetone-d6): δ 171.53, 160.51, 157.15, 136.55, 134.91, 134.79, 129.48, 129.31, 128.18, 126.68, 124.15, 117.04, 116.75, 57.32, 38.37; HRMS (ESI): calcd f...